From a dataset of the Open Reaction Database (ORD), a public repository of structured organic reaction records. describe an organic reaction: reactants, conditions, products, and yield The reactants are solution, C(CCC)[Li] (n-butyllithium), N(=[N+]=[N-])CCCCCC(=O)OCC (ethyl 6-azidohexanoate), CI (methyl iodide), C(C)(C)NC(C)C (diisopropylamine), [Cl-].[NH4+] (ammonium chloride). Solvent: CCCCCC (n-hexane), C1CCOC1 (THF), C1CCOC1 (THF). Conditions: time 30 minute. Yields the product N(=[N+]=[N-])CCCCC(C(=O)OCC)C (Ethyl(+/−)-6-azido-2-methylhexanoate). As a reaction SMILES: [CH2:1]([Li])CCC.C(NC(C)C)(C)C.[N:13]([CH2:16][CH2:17][CH2:18][CH2:19][CH2:20][C:21]([O:23][CH2:24][CH3:25])=[O:22])=[N+:14]=[N-:15].CI.[Cl-].[NH4+]>CCCCCC.C1COCC1>[N:13]([CH2:16][CH2:17][CH2:18][CH2:19][CH:20]([CH3:1])[C:21]([O:23][CH2:24][CH3:25])=[O:22])=[N+:14]=[N-:15] |f:4.5|. Procedure: 0.91 ml (2.28 mmol) of a 2.5 M solution of n-butyllithium in n-hexane was added dropwise to a solution, cooled to −78° C., of 0.32 ml (2.28 mmol) diisopropylamine in 2 ml abs. THF. During the addition, the reaction temperature was kept below −60° C. After 30 min of stirring at −60° C. to −70° C., this solution was added dropwise to a solution, cooled to −78° C., of 352 mg (1.9 mmol) of ethyl 6-azidohexanoate in 2 ml of abs. THF. After the end of the addition, the mixture was warmed to −20 C and ... As a reaction SMILES: C(O)(=O)C.[CH3:5][O:6][C:7]1[CH:8]=[CH:9][C:10]2[N:15]=[CH:14][C:13](=[O:16])[N:12]([CH2:17][CH2:18][CH:19]=O)[C:11]=2[N:21]=1.[NH2:22][C@@H:23]1[CH2:27][N:26]([C:28]2[CH:29]=[CH:30][C:31]3[O:32][CH2:33][C:34](=[O:38])[NH:35][C:36]=3[N:37]=2)[C:25](=[O:39])[CH2:24]1.C(O[BH-](OC(=O)C)OC(=O)C)(=O)C.[Na+].C(=O)([O-])O.[Na+]>CN(C)C=O>[CH3:5][O:6][C:7]1[CH:8]=[CH:9][C:10]2[N:15]=[CH:14][C:13](=[O:16])[N:12]([CH2:17][CH2:18][CH2:19][NH:22][C@@H:23]3[CH2:27][N:26]([C:28]4[CH:29]=[CH:30][C:31]5[O:32][CH2:33][C:34](=[O:38])[NH:35][C:36]=5[N:37]=4)[C:25](=[O:39])[CH2:24]3)[C:11]=2[N:21]=1 |f:3.4,5.6|. Yield: 11.4%. Conditions: time 10 minute. The product is COC=1C=CC2=C(N(C(C=N2)=O)CCCN[C@H]2CC(N(C2)C=2C=CC=3OCC(NC3N2)=O)=O)N1 (6-[(4S)-4-{[3-(6-Methoxy-3-oxopyrido[2,3-b]pyrazin-4(3H)-yl)propyl]amino}-2-oxopyrrolidin-1-yl]-2H-pyrido[3,2-b][1,4]oxazin-3(4H)-one). Solvent: CN(C=O)C (N,N-dimethylformamide). Procedure: Acetic acid (0.06 g, 1 mmol) was added dropwise to a mixture of 3-(6-methoxy-3-oxopyrido[2,3-b]pyrazin-4(3H)-yl)propanal (synthesized with reference to WO2008/9700; 0.2 g, 0.85 mmol), 6-[(4S)-4-amino-2-oxopyrrolidin-1-yl]-2H-pyrido[3,2-b][1,4]oxazin-3(4H)-one (Reference Example 22; 0.25 g, 1.0 mmol) and N,N-dimethylformamide (4 ml). Sodium triacetoxyborohydride (0.23 g, 1.1 mmol) was gradually added under cooling on ice to the obtained mixture, which was then stirred for 10 minutes. The mixture ... Starting materials: C(C)(=O)O[BH-](OC(C)=O)OC(C)=O.[Na+] (Sodium triacetoxyborohydride), C(C)(=O)O (Acetic acid), COC=1C=CC2=C(N(C(C=N2)=O)CCC=O)N1 (3-(6-methoxy-3-oxopyrido[2,3-b]pyrazin-4(3H)-yl)propanal), N[C@H]1CC(N(C1)C=1C=CC=2OCC(NC2N1)=O)=O (6-[(4S)-4-amino-2-oxopyrrolidin-1-yl]-2H-pyrido[3,2-b][1,4]oxazin-3(4H)-one), C(O)([O-])=O.[Na+] (sodium hydrogen carbonate).